describe an organic reaction: reactants, conditions, products, and yield From a dataset of the Open Reaction Database (ORD), a public repository of structured organic reaction records. Starting materials: C(C1=CC=CC=C1)C=1NC=CN1 (2-benzylimidazol), FC1=CC=C(C(=O)OCC)C=C1 (ethyl 4-fluorobenzoate). Product: C(C1=CC=CC=C1)C=1N(C=CN1)C1=CC=C(CO)C=C1 (4-(2-Benzylimidazol-1-yl)benzyl alcohol). RXN SMILES: [CH2:1]([C:8]1[NH:9][CH:10]=[CH:11][N:12]=1)[C:2]1[CH:7]=[CH:6][CH:5]=[CH:4][CH:3]=1.F[C:14]1[CH:24]=[CH:23][C:17]([C:18](OCC)=[O:19])=[CH:16][CH:15]=1>>[CH2:1]([C:8]1[N:12]([C:14]2[CH:24]=[CH:23][C:17]([CH2:18][OH:19])=[CH:16][CH:15]=2)[CH:11]=[CH:10][N:9]=1)[C:2]1[CH:3]=[CH:4][CH:5]=[CH:6][CH:7]=1. Procedure: Prepared from 2-benzylimidazol and ethyl 4-fluorobenzoate.